Task: describe an organic reaction: reactants, conditions, products, and yield. Dataset: the Open Reaction Database (ORD), a public repository of structured organic reaction records The reactants are OS(=O)(=O)[O-].[K+] (KHSO4), ClC=1C=C(C=CC1Cl)/C=C/C(=O)N1CCNC(CC1)=O (1-[(E)-3-(3,4-dichloro-phenyl)-acryloyl]-[1,4]diazepan-5-one), BrCCC(=O)OCC (ethyl 3-bromopropionate), [H-].[Na+] (NaH). Solvent: CN(C)C=O (DMF). Reaction conditions: time 30 minute. Product: C(C)OC(CCN1CCN(CCC1=O)C(\C=C\C1=CC(=C(C=C1)Cl)Cl)=O)=O (3-{4-[(E)-3-(3,4-Dichloro-phenyl)-acryloyl]-7-oxo-[1,4]diazepan-1-yl}-propionic acid ethyl ester). The yield is 70.3%. RXN SMILES: [Cl:1][C:2]1[CH:3]=[C:4](/[CH:9]=[CH:10]/[C:11]([N:13]2[CH2:19][CH2:18][C:17](=[O:20])[NH:16][CH2:15][CH2:14]2)=[O:12])[CH:5]=[CH:6][C:7]=1[Cl:8].Br[CH2:22][CH2:23][C:24]([O:26][CH2:27][CH3:28])=[O:25].[H-].[Na+].OS([O-])(=O)=O.[K+]>CN(C=O)C>[CH2:27]([O:26][C:24](=[O:25])[CH2:23][CH2:22][N:16]1[C:17](=[O:20])[CH2:18][CH2:19][N:13]([C:11](=[O:12])/[CH:10]=[CH:9]/[C:4]2[CH:5]=[CH:6][C:7]([Cl:8])=[C:2]([Cl:1])[CH:3]=2)[CH2:14][CH2:15]1)[CH3:28] |f:2.3,4.5|. Procedure details: A suspension of 4.00 g (12.77 mmol) of 1-[(E)-3-(3,4-dichloro-phenyl)-acryloyl]-[1,4]diazepan-5-one and 1.63 ml (12.77 mmol) of ethyl 3-bromopropionate in 60 ml of DMF was treated at 0° C. with 0.61 g (14.05 mmol) of NaH (55% in oil) in two portions. The suspension was stirred after 30 min at RT to get a solution and further stirred over night at 0° C. The reaction was neutralized with cold aqueous 10% KHSO4 and extracted with EtOAc (3×). The organic phases were washed with aqueous 10% NaCl, dri... Reactants: C([O-])(O)=O.[Na+] (Sodium bicarbonate), C(=O)C=1SC(=C(N1)C(=O)OCC)C(C)C (Ethyl 2-formyl-5-(1-methylethyl)-1,3-thiazole-4-carboxylate), C(C)(=O)O[BH-](OC(C)=O)OC(C)=O.[Na+] (Sodium triacetoxyborohydride), N1CCOCC1 (morpholine). Solvent: C(Cl)Cl (DCM), C(Cl)Cl (DCM). Reaction conditions: time 2 hour. The product is CC(C)C1=C(N=C(S1)CN1CCOCC1)C(=O)OCC (Ethyl 5-(1-methylethyl)-2-(4-morpholinylmethyl)-1,3-thiazole-4-carboxylate). Reaction SMILES: [CH:1]([C:3]1[S:4][C:5]([CH:13]([CH3:15])[CH3:14])=[C:6]([C:8]([O:10][CH2:11][CH3:12])=[O:9])[N:7]=1)=O.[NH:16]1[CH2:21][CH2:20][O:19][CH2:18][CH2:17]1.C(O[BH-](OC(=O)C)OC(=O)C)(=O)C.[Na+].C(=O)(O)[O-].[Na+]>C(Cl)Cl>[CH3:14][CH:13]([C:5]1[S:4][C:3]([CH2:1][N:16]2[CH2:21][CH2:20][O:19][CH2:18][CH2:17]2)=[N:7][C:6]=1[C:8]([O:10][CH2:11][CH3:12])=[O:9])[CH3:15] |f:2.3,4.5|. Reported procedure: Ethyl 2-formyl-5-(1-methylethyl)-1,3-thiazole-4-carboxylate (150 mg) was dissolved in anhydrous DCM (10 ml) and morpholine (0.064 ml) was added and the mixture stirred under nitrogen for 2 h at RT. Sodium triacetoxyborohydride (280 mg) was added and the mixture stirred at RT for 18 h. Sodium bicarbonate (20 ml) and DCM (20 ml) were added and separated by hydrophobic frit. The solvent was removed in vacuo and purified by column chromatography on silica gel (10 g silica), eluting with a gradient o... The reactants are C(C1=CC=CC=C1)(C1=CC=CC=C1)=NC=1C=CC(=C(C1)C1(COCC(N1)=S)C1CC1)F ((RS)-5-[5-(benzhydrylidene-amino)-2-fluoro-phenyl]-5-cyclopropyl-morpholine-3-thione), C(O)([O-])=O.[Na+] (sodium hydrogen-carbonate). Run in O1CCOCC1 (dioxane), Cl (HCl). Yields the product NC=1C=CC(=C(C1)C1(COCC(N1)=S)C1CC1)F ((RS)-5-(5-amino-2-fluoro-phenyl)-5-cyclopropyl-morpholine-3-thione). As a reaction SMILES: C(=[N:14][C:15]1[CH:16]=[CH:17][C:18]([F:31])=[C:19]([C:21]2([CH:28]3[CH2:30][CH2:29]3)[NH:26][C:25](=[S:27])[CH2:24][O:23][CH2:22]2)[CH:20]=1)(C1C=CC=CC=1)C1C=CC=CC=1.C(=O)([O-])O.[Na+]>O1CCOCC1.Cl>[NH2:14][C:15]1[CH:16]=[CH:17][C:18]([F:31])=[C:19]([C:21]2([CH:28]3[CH2:29][CH2:30]3)[NH:26][C:25](=[S:27])[CH2:24][O:23][CH2:22]2)[CH:20]=1 |f:1.2|. Procedure details: A solution of (RS)-5-[5-(benzhydrylidene-amino)-2-fluoro-phenyl]-5-cyclopropyl-morpholine-3-thione (1.42 g, 3.3 mmol) in dioxane (15 ml) and 1 M HCl (5 ml) was stirred at room temperature for 30 minutes. The reaction mixture was poured on a saturated solution of sodium hydrogen-carbonate and extracted twice with ethyl acetate. The combined organic layers were washed with brine, dried over sodium sulfate, filtered and evaporated at reduced pressure. The residue was purified by chromatography on s... Reaction SMILES: [CH3:1][CH:2]1[S:6][CH2:5][NH:4][C:3]1=[O:7].CN(C=O)C.[OH-].[K+].[Br:15][CH2:16][CH2:17][CH2:18][CH2:19]Br>O>[Br:15][CH2:16][CH2:17][CH2:18][CH2:19][N:4]1[C:3](=[O:7])[CH:2]([CH3:1])[S:6][CH2:5]1 |f:2.3|. The product is BrCCCCN1CSC(C1=O)C (3-(4-Bromobutyl)-5-methyl-4-thiazolidinone). Solvent: O (water). Procedure details: To 12.35 g of 5-methyl-4-thiazolidinone placed in a 500 ml round bottom flask was added 210 ml of DMF and the mixture stirred for 3.5 h. An additional 30 ml of DMF was added and the mixture stirred for 10 minutes and thereafter 11.8 g of KOH was added all at once. The resultant solution was stirred for 0.5 h at room temperature and thereafter 38 ml of 1,4-dibromobutane was added rapidly. The mixture was stirred at room temperature overnight. After 24 hours of stirring at room temperature, the re... The reactants are resultant solution, CC1C(NCS1)=O (5-methyl-4-thiazolidinone), [OH-].[K+] (KOH), CN(C)C=O (DMF), CN(C)C=O (DMF), BrCCCCBr (1,4-dibromobutane). Reaction conditions: time 3.5 hour. Reactants: O=C(O)c1ccc(C2CC2)c(OCC2CCOCC2)n1, O=C(O)c1ccc(C2CC2)c(OCC2CCCO2)n1, CNC(=O)C(N)C(C)(C)C. Yields the product CNC(=O)C(NC(=O)c1ccc(C2CC2)c(OCC2CCOCC2)n1)C(C)(C)C. RXN SMILES: [CH:1]1([c:4]2[cH:5][cH:6][c:7]([C:18](=[O:19])[OH:20])[n:8][c:9]2[O:10][CH2:11][CH:12]2[CH2:13][CH2:14][O:15][CH2:16][CH2:17]2)[CH2:2][CH2:3]1.[CH:21]1([c:22]2[cH:23][cH:24][c:25]([C:26]([OH:27])=[O:28])[n:29][c:30]2[O:31][CH2:32][CH:33]2[CH2:34][CH2:35][CH2:36][O:37]2)[CH2:38][CH2:39]1.[NH2:40][CH:41]([C:42](=[O:43])[NH:44][CH3:45])[C:46]([CH3:47])([CH3:48])[CH3:49]>>[CH:1]1([c:4]2[cH:5][cH:6][c:7]([C:18](=[O:20])[NH:40][CH:41]([C:42](=[O:43])[NH:44][CH3:45])[C:46]([CH3:47])([CH3:48])[CH3:49])[n:8][c:9]2[O:10][CH2:11][CH:12]2[CH2:13][CH2:14][O:15][CH2:16][CH2:17]2)[CH2:2][CH2:3]1. Run in O1CCOCC1 (dioxane), O1CCOCC1 (dioxane). Product: Cl.C(C)(C)NC1=NC2=C(C(O1)=O)C(=CC=C2)C (2-isopropylamino-5-methyl-4H-3,1-benzoxazin-4-one hydrochloride). The reactants are C(C)(C)NC1=NC2=C(C(O1)=O)C(=CC=C2)C (2-isopropylamino-5-methyl-4H-3,1-benzoxazin-4-one), Cl (hydrogen chloride), C(C)OCC (Diethyl ether). Reaction SMILES: [ClH:1].[CH:2]([NH:5][C:6]1[O:11][C:10](=[O:12])[C:9]2[C:13]([CH3:17])=[CH:14][CH:15]=[CH:16][C:8]=2[N:7]=1)([CH3:4])[CH3:3].C(OCC)C>O1CCOCC1>[ClH:1].[CH:2]([NH:5][C:6]1[O:11][C:10](=[O:12])[C:9]2[C:13]([CH3:17])=[CH:14][CH:15]=[CH:16][C:8]=2[N:7]=1)([CH3:4])[CH3:3] |f:4.5|. Procedure details: A twofold stoichiometric excess of 3% hydrogen chloride in dioxane is added to a solution of 1.0 g. of 2-isopropylamino-5-methyl-4H-3,1-benzoxazin-4-one in 20 ml dioxane. Diethyl ether is added until precipitation is complete. The product is filtered, washed with ether, air dried and recrystallized to give 2-isopropylamino-5-methyl-4H-3,1-benzoxazin-4-one hydrochloride.